This data is from the Open Reaction Database (ORD), a public repository of structured organic reaction records. The task is: describe an organic reaction: reactants, conditions, products, and yield Reactants: C#CCOc1noc2c1CN(C(=O)OC(C)(C)C)CCC2, CCOC(C)=O, Cl. The product is C#CCOc1noc2c1CNCCC2, Cl. As a reaction SMILES: [CH2:1]([C:2]#[CH:3])[O:4][c:5]1[n:6][o:7][c:8]2[c:9]1[CH2:10][N:11]([C:15]([O:16][C:17]([CH3:18])([CH3:19])[CH3:20])=[O:21])[CH2:12][CH2:13][CH2:14]2.[CH3:23][CH2:24][O:25][C:26](=[O:27])[CH3:28].[ClH:22]>>[CH2:1]([C:2]#[CH:3])[O:4][c:5]1[n:6][o:7][c:8]2[c:9]1[CH2:10][NH:11][CH2:12][CH2:13][CH2:14]2.[ClH:22]. The reactants are O=C([O-])[O-], CCOC(=O)C(=NO)C(C)=O, CN(C)C=O, CCOC(C)=O, Fc1ccc(CCl)cc1, [K+], [K+]. Product: CCOC(=O)C(=NOCc1ccc(F)cc1)C(C)=O. RXN SMILES: [C:26](=[O:27])([O-:28])[O-:29].[CH2:1]([CH3:2])[O:3][C:4]([C:5]([C:6]([CH3:7])=[O:8])=[N:9][OH:10])=[O:11].[CH3:21][N:22]([CH3:23])[CH:24]=[O:25].[CH3:32][CH2:33][O:34][C:35](=[O:36])[CH3:37].[F:12][c:13]1[cH:14][cH:15][c:16]([CH2:17][Cl:18])[cH:19][cH:20]1.[K+:30].[K+:31]>>[CH2:1]([CH3:2])[O:3][C:4]([C:5]([C:6]([CH3:7])=[O:8])=[N:9][O:10][CH2:17][c:16]1[cH:15][cH:14][c:13]([F:12])[cH:20][cH:19]1)=[O:11]. The reactants are ClC1=C2C(=NC=C1C(=O)OCC)C=NN2 (Ethyl 7-chloro-1H pyrazolo[4,3-b]pyridine-6-carboxylate), CN(C=O)C (dimethyl formamide). Run in C1(=CC=CC=C1)C (toluene). Yields the product ClC=1C=2C(N=CC1C(=O)OCC)=CN(N2)C (Ethyl 7-chloro-2-methyl-pyrazolo[4,3-b]pyridine-6-carboxylate). Reaction SMILES: [Cl:1][C:2]1[C:7]([C:8]([O:10][CH2:11][CH3:12])=[O:9])=[CH:6][N:5]=[C:4]2[CH:13]=[N:14][NH:15][C:3]=12.[CH3:16]N(C)C=O>C1(C)C=CC=CC=1>[Cl:1][C:2]1[C:3]2[C:4](=[CH:13][N:14]([CH3:16])[N:15]=2)[N:5]=[CH:6][C:7]=1[C:8]([O:10][CH2:11][CH3:12])=[O:9]. Procedure: Ethyl 7-chloro-1H pyrazolo[4,3-b]pyridine-6-carboxylate (4.5 g, 0.02 mole) and dimethyl formamide demethylacetal2 (10 ml, 0.04 mole) in dry toluene (200 ml) were heated together under reflux for 1 h. The solvent and excess of reagent were distilled off under reduced pressure to give a brown oil containing two isomers. The 1-methyl3 and 2-methyl isomers were separated by column chromatography on silica gel with ethyl acetate as eluant to give the title compound as a white crystalline solid m.p. 1... Starting materials: CCCCOCCOc1ccc(-c2ccc3c(c2)C=C(C(=O)Nc2ccc(SCc4cncn4CCC)nn2)CCN3CC(C)C)cc1, ClCCl, [Na+], [Na+], O=S([O-])([O-])=S. Product: CCCCOCCOc1ccc(-c2ccc3c(c2)C=C(C(=O)Nc2ccc(S(=O)Cc4cncn4CCC)nn2)CCN3CC(C)C)cc1. As a reaction SMILES: [CH2:1]([CH2:2][CH2:3][CH3:4])[O:5][CH2:6][CH2:7][O:8][c:9]1[cH:10][cH:11][c:12](-[c:15]2[cH:16][cH:17][c:18]3[c:19]([cH:48]2)[CH:20]=[C:21]([C:29](=[O:30])[NH:31][c:32]2[n:33][n:34][c:35]([S:38][CH2:39][c:40]4[n:41]([CH2:45][CH2:46][CH3:47])[cH:42][n:43][cH:44]4)[cH:36][cH:37]2)[CH2:22][CH2:23][N:24]3[CH2:25][CH:26]([CH3:27])[CH3:28])[cH:13][cH:14]1.[Cl:56][CH2:57][Cl:58].[Na+:54].[Na+:55].[S:49]([O-:50])(=[O:51])([O-:52])=[S:53]>>[CH2:1]([CH2:2][CH2:3][CH3:4])[O:5][CH2:6][CH2:7][O:8][c:9]1[cH:10][cH:11][c:12](-[c:15]2[cH:16][cH:17][c:18]3[c:19]([cH:48]2)[CH:20]=[C:21]([C:29](=[O:30])[NH:31][c:32]2[n:33][n:34][c:35]([S:38]([CH2:39][c:40]4[n:41]([CH2:45][CH2:46][CH3:47])[cH:42][n:43][cH:44]4)=[O:51])[cH:36][cH:37]2)[CH2:22][CH2:23][N:24]3[CH2:25][CH:26]([CH3:27])[CH3:28])[cH:13][cH:14]1.